Dataset: the Open Reaction Database (ORD), a public repository of structured organic reaction records. Task: describe an organic reaction: reactants, conditions, products, and yield The reactants are CC1(C)Cc2cccc(CBr)c2O1, Cc1ccccc1, c1ccc(P(c2ccccc2)c2ccccc2)cc1. Product: [Br-], CC1(C)Cc2cccc(C[P+](c3ccccc3)(c3ccccc3)c3ccccc3)c2O1. RXN SMILES: [CH3:1][C:2]1([CH3:13])[O:3][c:4]2[c:5]([cH:7][cH:8][cH:9][c:10]2[CH2:11][Br:12])[CH2:6]1.[CH3:33][c:34]1[cH:35][cH:36][cH:37][cH:38][cH:39]1.[c:14]1([P:20]([c:21]2[cH:22][cH:23][cH:24][cH:25][cH:26]2)[c:27]2[cH:28][cH:29][cH:30][cH:31][cH:32]2)[cH:15][cH:16][cH:17][cH:18][cH:19]1>>[Br-:12].[CH3:1][C:2]1([CH3:13])[O:3][c:4]2[c:5]([cH:7][cH:8][cH:9][c:10]2[CH2:11][P+:20]([c:14]2[cH:15][cH:16][cH:17][cH:18][cH:19]2)([c:21]2[cH:22][cH:23][cH:24][cH:25][cH:26]2)[c:27]2[cH:28][cH:29][cH:30][cH:31][cH:32]2)[CH2:6]1. The reactants are CN1C(=NC(=C1)S(=O)(=O)N)C (1,2-Dimethyl-1H-imidazole-4-sulfonic acid amide), C1(CCCCC1)P(C1=C(C=CC=C1)C1=C(C=C(C=C1C(C)C)C(C)C)C(C)C)C1CCCCC1 (2-dicyclohexylphosphino-2′,4′,6′-tri-isopropyl-1,1′-biphenyl), C([O-])([O-])=O.[Cs+].[Cs+] (cesium carbonate), C(C)OC([C@@H](C)OC1=NC(=NC(=C1)Cl)SCC1=C(C(=CC=C1)F)F)=O (2-[[6-chloro-2-[[(2,3-difluorophenyl)methyl]thio]-4-pyrimidinyl]oxy]-(2R)-propanoic acid ethyl ester), product. Reagents/catalysts: C=1C=CC(=CC1)/C=C/C(=O)/C=C/C2=CC=CC=C2.C=1C=CC(=CC1)/C=C/C(=O)/C=C/C2=CC=CC=C2.C=1C=CC(=CC1)/C=C/C(=O)/C=C/C2=CC=CC=C2.[Pd].[Pd] (tris(dibenzylideneacetone)dipalladium). Run in O1CCOCC1 (dioxane). Yields the product FC1=C(CSC2=NC(=CC(=N2)O[C@H](C(=O)OCC)C)NS(=O)(=O)C=2N=C(N(C2)C)C)C=CC=C1F (Ethyl (2S)-2-[(2-[(2,3-difluorobenzyl)thio]-6-{[(1,2-dimethyl-1H-imidazol-4-yl)sulfonyl]amino}pyrimidin-4-yl)oxy]propanoate). RXN SMILES: [CH3:1][N:2]1[CH:6]=[C:5]([S:7]([NH2:10])(=[O:9])=[O:8])[N:4]=[C:3]1[CH3:11].C1(P(C2CCCCC2)C2C=CC=CC=2C2C(C(C)C)=CC(C(C)C)=CC=2C(C)C)CCCCC1.C(=O)([O-])[O-].[Cs+].[Cs+].[CH2:52]([O:54][C:55](=[O:76])[C@H:56]([O:58][C:59]1[CH:64]=[C:63](Cl)[N:62]=[C:61]([S:66][CH2:67][C:68]2[CH:73]=[CH:72][CH:71]=[C:70]([F:74])[C:69]=2[F:75])[N:60]=1)[CH3:57])[CH3:53]>C1C=CC(/C=C/C(/C=C/C2C=CC=CC=2)=O)=CC=1.C1C=CC(/C=C/C(/C=C/C2C=CC=CC=2)=O)=CC=1.C1C=CC(/C=C/C(/C=C/C2C=CC=CC=2)=O)=CC=1.[Pd].[Pd].O1CCOCC1>[F:75][C:69]1[C:70]([F:74])=[CH:71][CH:72]=[CH:73][C:68]=1[CH2:67][S:66][C:61]1[N:60]=[C:59]([O:58][C@@H:56]([CH3:57])[C:55]([O:54][CH2:52][CH3:53])=[O:76])[CH:64]=[C:63]([NH:10][S:7]([C:5]2[N:4]=[C:3]([CH3:11])[N:2]([CH3:1])[CH:6]=2)(=[O:9])=[O:8])[N:62]=1 |f:2.3.4,6.7.8.9.10|. Procedure: The subtitle compound was prepared according to the procedure outlined in example 1 step (iv) using a mixture of 1,2-Dimethyl-1H-imidazole-4-sulfonic acid amide (0.19 g), tris(dibenzylideneacetone)dipalladium (0) (56 mg), 2-dicyclohexylphosphino-2′,4′,6′-tri-isopropyl-1,1′-biphenyl (XPHOS) (41 mg), cesium carbonate (0.32 g), 2-[[6-chloro-2-[[(2,3-difluorophenyl)methyl]thio]-4-pyrimidinyl]oxy]-(2R)-propanoic acid ethyl ester (the product of example 11 step i) (0.24 g) and dioxane (20 mL). Purific... The reactants are C1CNCCN1, CC#N, FC(F)(F)c1ccc(Cl)nc1. Yields the product FC(F)(F)c1ccc(N2CCNCC2)nc1. RXN SMILES: [CH2:1]1[CH2:2][NH:3][CH2:4][CH2:5][NH:6]1.[CH3:18][C:19]#[N:20].[Cl:7][c:8]1[n:9][cH:10][c:11]([C:14]([F:15])([F:16])[F:17])[cH:12][cH:13]1>>[CH2:1]1[CH2:2][N:3]([c:8]2[n:9][cH:10][c:11]([C:14]([F:15])([F:16])[F:17])[cH:12][cH:13]2)[CH2:4][CH2:5][NH:6]1. Reactants: O (water), crude product, BrCCCCBr (1,4-dibromobutane), C([O-])([O-])=O.[K+].[K+] (potassium carbonate), ClC1=C(C(=CC(=C1)OCC=C(Cl)Cl)Cl)O (2,6-dichloro-4-(3,3-dichloro-2-propenyloxy)phenol). Solvent: CN(C=O)C (N,N-dimethylformamide), CN(C=O)C (N,N-dimethylformamide). Reaction conditions: time 24 hour. Product: ClC=1C=C(C=C(C1OCCCCBr)Cl)OCC=C(Cl)Cl (3,5-dichloro-4-(4-bromobutyloxy)-1-(3,3-dichloro-2-propenyloxy)benzene). Isolated yield 73.3%. RXN SMILES: [Br:1][CH2:2][CH2:3][CH2:4][CH2:5]Br.C(=O)([O-])[O-].[K+].[K+].[Cl:13][C:14]1[CH:19]=[C:18]([O:20][CH2:21][CH:22]=[C:23]([Cl:25])[Cl:24])[CH:17]=[C:16]([Cl:26])[C:15]=1[OH:27].O>CN(C)C=O>[Cl:13][C:14]1[CH:19]=[C:18]([O:20][CH2:21][CH:22]=[C:23]([Cl:25])[Cl:24])[CH:17]=[C:16]([Cl:26])[C:15]=1[O:27][CH2:5][CH2:4][CH2:3][CH2:2][Br:1] |f:1.2.3|. Reported procedure: A reaction vessel was charged with 22.67 g of 1,4-dibromobutane, 11.06 g of potassium carbonate and 200 ml of N,N-dimethylformamide, to which a solution of 20.16 g of 2,6-dichloro-4-(3,3-dichloro-2-propenyloxy)phenol dissolved in 80 ml of N,N-dimethylformamide was slowly added dropwise. After stirring at room temperature for 24 hours, the reaction mixture was poured into water, and extracted twice with 300 ml of diethyl ether. The combined ether layer was washed with water, dried with anhydrous ... The reactants are CC(=O)OC(C)=O, O=C(O)Cc1cc(=O)oc2cc(O)ccc12, c1ccncc1. Yields the product CC(=O)Oc1ccc2c(CC(=O)O)cc(=O)oc2c1. Reaction SMILES: [CH3:17][C:18](=[O:19])[O:20][C:21](=[O:22])[CH3:23].[OH:1][c:2]1[cH:3][cH:4][c:5]2[c:6]([CH2:13][C:14](=[O:15])[OH:16])[cH:7][c:8](=[O:12])[o:9][c:10]2[cH:11]1.[cH:24]1[cH:25][cH:26][n:27][cH:28][cH:29]1>>[O:1]([c:2]1[cH:3][cH:4][c:5]2[c:6]([CH2:13][C:14](=[O:15])[OH:16])[cH:7][c:8](=[O:12])[o:9][c:10]2[cH:11]1)[C:18]([CH3:17])=[O:19]. Reactants: CCOC(=O)c1cn2ncnc(O)c2c1C, Cc1ccccc1, CCN(C(C)C)C(C)C, O=P(Cl)(Cl)Cl. Yields the product CCOC(=O)c1cn2ncnc(Cl)c2c1C. RXN SMILES: [CH2:1]([CH3:2])[O:3][C:4](=[O:5])[c:6]1[c:7]([CH3:16])[c:8]2[c:9]([OH:15])[n:10][cH:11][n:12][n:13]2[cH:14]1.[CH3:31][c:32]1[cH:33][cH:34][cH:35][cH:36][cH:37]1.[CH:22]([N:23]([CH:24]([CH3:25])[CH3:26])[CH2:27][CH3:28])([CH3:29])[CH3:30].[P:17]([Cl:18])([Cl:19])([Cl:20])=[O:21]>>[CH2:1]([CH3:2])[O:3][C:4](=[O:5])[c:6]1[c:7]([CH3:16])[c:8]2[c:9]([Cl:19])[n:10][cH:11][n:12][n:13]2[cH:14]1.